This data is from the Open Reaction Database (ORD), a public repository of structured organic reaction records. The task is: describe an organic reaction: reactants, conditions, products, and yield The reactants are [H-].[Na+] (NaH), N1=CNC2=C1C=CC=C2 (benzimidazole), ClC1=NC(=NC=C1)SC (4-chloro-2-methylthiopyrimidine). The solvent is CN(C)C=O (DMF). Reaction conditions: temperature 100 celsius. The product is CSC1=NC=CC(=N1)N1C=NC2=C1C=CC=C2 (2-Methylthio-4-[benzimidazol-1-yl]pyrimidine). Yield: 38.6%. Reaction SMILES: [H-].[Na+].[N:3]1[C:7]2[CH:8]=[CH:9][CH:10]=[CH:11][C:6]=2[NH:5][CH:4]=1.Cl[C:13]1[CH:18]=[CH:17][N:16]=[C:15]([S:19][CH3:20])[N:14]=1>CN(C=O)C>[CH3:20][S:19][C:15]1[N:16]=[C:17]([N:3]2[C:7]3[CH:8]=[CH:9][CH:10]=[CH:11][C:6]=3[N:5]=[CH:4]2)[CH:18]=[CH:13][N:14]=1 |f:0.1|. Procedure details: A mixture of NaH (0.548 mg, 22.8 mmol), benzimidazole (0.52 g, 21.3 mmol) and 4-chloro-2-methylthiopyrimidine (2.48 mL, 21.3 mmol) in 30 mL of DMF was heated to 100° C. for 30 min. The reaction was quenched with H2O and extracted with EtOAc. The combined organic fractions were washed with brine, dried over MgSO4, filtered and concentrated. The residue was purified by chromatography (silica, 0-10% MeOH:CH2Cl2) to give 1.99 g of the title compound. 1H NMR (500 MHz, CDCl3): δ8.69 (s, 1H); 8.64 (d, ... Starting materials: C1=CCCCC1, ClCCl, COc1cccc(C(=O)N2c3cc(F)ccc3-c3ccccc3C2C)c1. The product is CC1c2ccccc2-c2ccc(F)cc2N1C(=O)c1cccc(O)c1. As a reaction SMILES: [CH2:27]1[CH2:28][CH:29]=[CH:30][CH2:31][CH2:32]1.[Cl:33][CH2:34][Cl:35].[F:1][c:2]1[cH:3][cH:4][c:5]2[c:14]([cH:15]1)[N:13]([C:16]([c:17]1[cH:18][c:19]([O:23][CH3:24])[cH:20][cH:21][cH:22]1)=[O:25])[CH:12]([CH3:26])[c:11]1[c:6]-2[cH:7][cH:8][cH:9][cH:10]1>>[F:1][c:2]1[cH:3][cH:4][c:5]2[c:14]([cH:15]1)[N:13]([C:16]([c:17]1[cH:18][c:19]([OH:23])[cH:20][cH:21][cH:22]1)=[O:25])[CH:12]([CH3:26])[c:11]1[c:6]-2[cH:7][cH:8][cH:9][cH:10]1. Reactants: CC(=O)O, CSCCOc1cccc(C=O)c1, [Na+], [OH-], OO. Yields the product CS(=O)CCOc1cccc(C=O)c1. Reaction SMILES: [CH3:18][C:19](=[O:20])[OH:21].[CH3:1][S:2][CH2:3][CH2:4][O:5][c:6]1[cH:7][c:8]([CH:9]=[O:10])[cH:11][cH:12][cH:13]1.[Na+:17].[OH-:16].[OH:14][OH:15]>>[CH3:1][S:2]([CH2:3][CH2:4][O:5][c:6]1[cH:7][c:8]([CH:9]=[O:10])[cH:11][cH:12][cH:13]1)=[O:14].